Dataset: the Open Reaction Database (ORD), a public repository of structured organic reaction records. Task: describe an organic reaction: reactants, conditions, products, and yield Starting materials: N1C=C(C2=CC=CC=C12)C(=O)O (Indole-3-carboxylic acid), acid chloride, C(C1=CC=CC=C1)N1CCC(CC1)CN ((1-benzyl-4-piperidyl)methylamine), 1b. The product is C(C1=CC=CC=C1)N1CCC(CC1)CNC(=O)C1=CNC2=CC=CC=C12 (N-[(1-benzyl-4-piperidyl)methyl] indole-3-carboxamide). Isolated yield 60.0%. Reaction SMILES: [NH:1]1[C:9]2[C:4](=[CH:5][CH:6]=[CH:7][CH:8]=2)[C:3]([C:10]([OH:12])=O)=[CH:2]1.[CH2:13]([N:20]1[CH2:25][CH2:24][CH:23]([CH2:26][NH2:27])[CH2:22][CH2:21]1)[C:14]1[CH:19]=[CH:18][CH:17]=[CH:16][CH:15]=1>>[CH2:13]([N:20]1[CH2:25][CH2:24][CH:23]([CH2:26][NH:27][C:10]([C:3]2[C:4]3[C:9](=[CH:8][CH:7]=[CH:6][CH:5]=3)[NH:1][CH:2]=2)=[O:12])[CH2:22][CH2:21]1)[C:14]1[CH:19]=[CH:18][CH:17]=[CH:16][CH:15]=1. Procedure: Indole-3-carboxylic acid was converted to its acid chloride and then reacted with (1-benzyl-4-piperidyl)methylamine (D10) as in the method of Description 1b to afford N-[(1-benzyl-4-piperidyl)methyl] indole-3-carboxamide as a white solid (60%). The reactants are CO, CCC(=O)CC(=O)Nc1ccc(C(F)(F)F)cc1, [H][H], O, c1ccc(P(c2ccccc2)c2ccc3ccccc3c2-c2c(P(c3ccccc3)c3ccccc3)ccc3ccccc23)cc1. The product is CCC(O)CC(=O)Nc1ccc(C(F)(F)F)cc1. RXN SMILES: [CH3:68][OH:69].[F:1][C:2]([c:3]1[cH:4][cH:5][c:6]([NH:9][C:10]([CH2:11][C:12]([CH2:13][CH3:14])=[O:15])=[O:16])[cH:7][cH:8]1)([F:17])[F:18].[H:65][H:66].[OH2:67].[cH:19]1[cH:20][cH:21][c:22]([P:23]([c:24]2[cH:25][cH:26][c:27]3[c:28]([cH:29][cH:30][cH:31][cH:32]3)[c:33]2-[c:34]2[c:35]3[c:36]([cH:37][cH:38][cH:39][cH:40]3)[cH:41][cH:42][c:43]2[P:44]([c:45]2[cH:46][cH:47][cH:48][cH:49][cH:50]2)[c:51]2[cH:52][cH:53][cH:54][cH:55][cH:56]2)[c:57]2[cH:58][cH:59][cH:60][cH:61][cH:62]2)[cH:63][cH:64]1>>[F:1][C:2]([c:3]1[cH:4][cH:5][c:6]([NH:9][C:10]([CH2:11][CH:12]([CH2:13][CH3:14])[OH:15])=[O:16])[cH:7][cH:8]1)([F:17])[F:18]. Reactants: C(C)C1=C(N=C(N1)C1=CC=C(C=C1)F)C(=O)O (5-ethyl-2-(4-fluorophenyl)imidazol-4-carboxylic acid), Cl.CNOC (N,O-dimethylhydroxylamine hydrochloride), Cl.C(C)N=C=NCCCN(C)C (3-ethyl-1-(3-dimethylaminopropyl)carbodiimide hydrochloride), ON1N=NC2=C1C=CC=C2 (1-hydroxybenzotriazole). Solvent: O (Water), CN(C=O)C (N,N-dimethylformamide), C(C)N(CC)CC (triethylamine). Conditions: time 8 hour. Yields the product C(C)C1=C(N=C(N1)C1=CC=C(C=C1)F)C(N(C)OC)=O (5-ethyl-2-(4-fluorophenyl)-4-(N-methoxy-N-methylcarbamoyl)imidazole). Yield: 92.4%. Reaction SMILES: [CH2:1]([C:3]1[NH:7][C:6]([C:8]2[CH:13]=[CH:12][C:11]([F:14])=[CH:10][CH:9]=2)=[N:5][C:4]=1[C:15]([OH:17])=O)[CH3:2].Cl.[CH3:19][NH:20][O:21][CH3:22].Cl.C(N=C=NCCCN(C)C)C.ON1C2C=CC=CC=2N=N1>CN(C)C=O.O.C(N(CC)CC)C>[CH2:1]([C:3]1[NH:7][C:6]([C:8]2[CH:9]=[CH:10][C:11]([F:14])=[CH:12][CH:13]=2)=[N:5][C:4]=1[C:15](=[O:17])[N:20]([O:21][CH3:22])[CH3:19])[CH3:2] |f:1.2,3.4|. Procedure: A mixture of 5-ethyl-2-(4-fluorophenyl)imidazol-4-carboxylic acid (600 mg), N,O-dimethylhydroxylamine hydrochloride (325 mg), 3-ethyl-1-(3-dimethylaminopropyl)carbodiimide hydrochloride (540 mg), 1-hydroxybenzotriazole (381 mg) and triethylamine (0.54 ml) in N,N-dimethylformamide (9 ml) was stirred at room temperature overnight. Water was added to the reaction mixture, and the reaction mixture was extracted with ethyl acetate. The organic layer was washed with water and brine and dried over anhy... Reactants: N(=NC(C(=O)OC)(C)C)C(C(=O)OC)(C)C (V-601), C(C(=C)C)(=O)OC (methyl methacrylate), C(C(=C)C)(=O)O (methacrylic acid), N(=NC(C(=O)OC)(C)C)C(C(=O)OC)(C)C (V-601), ( 1 ), ( 1 ), C(C=C)(=O)OCCOC (methoxyethyl acrylate), C(C(=C)C)(=O)OCC1=CC=CC=C1 (benzyl methacrylate), N(=NC(C(=O)OC)(C)C)C(C(=O)OC)(C)C (V-601). Solvent: C(C)C(=O)C (methyl ethyl ketone), C(C)(C)O (isopropanol), C(C)C(=O)C (methyl ethyl ketone), C(C)C(=O)C (methyl ethyl ketone). Reaction conditions: temperature 87 celsius, time 1 hour. The product is C(C(=C)C)(=O)OC.C(C(=C)C)(=O)OCCOC.C(C(=C)C)(=O)OCC1=CC=CC=C1.C(C(=C)C)(=O)O (methyl methacrylate methoxyethyl methacrylate benzyl methacrylate methacrylic acid). As a reaction SMILES: [C:1]([O:6][CH3:7])(=[O:5])[C:2]([CH3:4])=[CH2:3].[C:8]([O:12][CH2:13][CH2:14][O:15][CH3:16])(=[O:11])[CH:9]=[CH2:10].[C:17]([O:22][CH2:23][C:24]1[CH:29]=[CH:28][CH:27]=[CH:26][CH:25]=1)(=[O:21])[C:18]([CH3:20])=[CH2:19].[C:30]([OH:35])(=[O:34])[C:31]([CH3:33])=[CH2:32].N(C(C)(C)C(OC)=O)=NC(C)(C)C(OC)=O>C(O)(C)C.C(C(C)=O)C>[C:1]([O:6][CH3:7])(=[O:5])[C:2]([CH3:4])=[CH2:3].[C:8]([O:12][CH2:13][CH2:14][O:15][CH3:16])(=[O:11])[C:9]([CH3:17])=[CH2:10].[C:17]([O:22][CH2:23][C:24]1[CH:25]=[CH:26][CH:27]=[CH:28][CH:29]=1)(=[O:21])[C:18]([CH3:20])=[CH2:19].[C:30]([OH:35])(=[O:34])[C:31]([CH3:33])=[CH2:32] |f:7.8.9.10|. Reported procedure: 560.0 g of methyl ethyl ketone was placed in a 2 L three-necked flask equipped with a stirrer, a thermometer, and a reflux cooling tube, and heated to a temperature of 87° C. While maintaining the gas inside the reaction vessel in a refluxed state (thereafter, refluxing was continued until the reaction was completed), to this reaction vessel, a mixture including 266.8 g of methyl methacrylate, 63.8 g of methoxyethyl acrylate, 203 g of benzyl methacrylate, 46.4 g of methacrylic acid, and 2.32 g o... The reactants are [Cl-].[Cl-].[Cl-].[Cl-].[Zr+4] (zirconium tetrachloride), C(C=C)C1(C=CC=C1)[Li] (β-propenylcyclopentadienyllithium). Solvent: C1CCOC1 (THF), C1CCOC1 (THF). Reaction conditions: temperature 20 celsius, time 16 hour. Product: C(C=C)C1(C=CC=C1)[Zr](Cl)(Cl)C1(C=CC=C1)CC=C (bis(β-propenylcyclo-pentadienyl) dichlorozirconium). RXN SMILES: [Cl-:1].[Cl-:2].[Cl-].[Cl-].[Zr+4:5].[CH2:6]([C:9]1([Li])[CH:13]=[CH:12][CH:11]=[CH:10]1)[CH:7]=[CH2:8]>C1COCC1>[CH2:6]([C:9]1([Zr:5]([C:9]2([CH2:6][CH:7]=[CH2:8])[CH:13]=[CH:12][CH:11]=[CH:10]2)([Cl:2])[Cl:1])[CH:13]=[CH:12][CH:11]=[CH:10]1)[CH:7]=[CH2:8] |f:0.1.2.3.4|. Procedure details: A solution of 0.105 mol of methyllithium in ether is added slowly to a solution, vigorously stirred at 0° C., of the β-propenylcyclopentadiene prepared in the preceding stage (a) in ether. The mixture is heated to ambient temperature (20° C.) and is kept stirred for 1 hours. A precipitate of β-propenylcyclopentadienyllithium is isolated by filtration, washed with ether 2′ 100 ml) and dried to give a white powder. 47.5 millimoles of zirconium tetrachloride dissolved in 100 ml of THF are added to ... Reactants: C(C)(C)(C)OC(=O)N1C[C@@H]([C@@H](CC1)NC(=O)OCC1=CC=CC=C1)C(=O)N1C[C@@H](CCC1)CC1=CC=C(C=C1)F ((3S,4R)-4-benzyloxycarbonylamino-3-[(S)-3-(4-fluoro-benzyl)-piperidine-1-carbonyl]-piperidine-1-carboxylic acid t-butyl ester). The reagents and catalysts are [Pd] (palladium). Solvent: CO (methanol). Run at time 20.5 hour. The product is C(C)(C)(C)OC(=O)N1C[C@@H]([C@@H](CC1)N)C(=O)N1C[C@@H](CCC1)CC1=CC=C(C=C1)F ((3S,4R)-4-amino-3-[(S)-3-(4-fluoro-benzyl)-piperidine-1-carbonyl]-piperidine-1-carboxylic acid t-butyl ester). Isolated yield 12.7%. RXN SMILES: [C:1]([O:5][C:6]([N:8]1[CH2:13][CH2:12][C@@H:11]([NH:14]C(OCC2C=CC=CC=2)=O)[C@@H:10]([C:25]([N:27]2[CH2:32][CH2:31][CH2:30][C@@H:29]([CH2:33][C:34]3[CH:39]=[CH:38][C:37]([F:40])=[CH:36][CH:35]=3)[CH2:28]2)=[O:26])[CH2:9]1)=[O:7])([CH3:4])([CH3:3])[CH3:2]>[Pd].CO>[C:1]([O:5][C:6]([N:8]1[CH2:13][CH2:12][C@@H:11]([NH2:14])[C@@H:10]([C:25]([N:27]2[CH2:32][CH2:31][CH2:30][C@@H:29]([CH2:33][C:34]3[CH:39]=[CH:38][C:37]([F:40])=[CH:36][CH:35]=3)[CH2:28]2)=[O:26])[CH2:9]1)=[O:7])([CH3:4])([CH3:2])[CH3:3]. Procedure details: In a dry 500-mL Paar flask charged with palladium (10 wt % Pd, dry basis, on carbon, 31 mg) was added methanol (10 mL) and (3S,4R)-4-benzyloxycarbonylamino-3-[(S)-3-(4-fluoro-benzyl)-piperidine-1-carbonyl]-piperidine-1-carboxylic acid t-butyl ester (150 mg, 2.08 mmol). The reaction mixture was hydrogenated at 45 psi for 20.5 hours with vigorous shaking. The reaction mixture was filtered through a plug of celite. The plug was washed with 20 mL of ethanol and the combined filtrates were concentrat... Reactants: C(C1=CC=CC=C1)(=O)N1CCN(CC1)C=1C=CC(=C(C1)NC1=CC=CC=C1)[N+](=O)[O-] (5-(4-benzoylpiperazin-1-yl)-2-nitro-N-phenylbenzenamine). Reagents/catalysts: [Pd] (palladium on carbon). Run in C(C)O (ethanol). Reaction conditions: time 8 hour. Yields the product NC1=C(C=C(C=C1)N1CCN(CC1)C(=O)C1=CC=CC=C1)NC1=CC=CC=C1 ((4-(4-amino-3-(phenylamino)phenyl)piperazin-1-yl)(phenyl)methanone). Yield: 80.5%. RXN SMILES: [C:1]([N:9]1[CH2:14][CH2:13][N:12]([C:15]2[CH:16]=[CH:17][C:18]([N+:28]([O-])=O)=[C:19]([NH:21][C:22]3[CH:27]=[CH:26][CH:25]=[CH:24][CH:23]=3)[CH:20]=2)[CH2:11][CH2:10]1)(=[O:8])[C:2]1[CH:7]=[CH:6][CH:5]=[CH:4][CH:3]=1>[Pd].C(O)C>[NH2:28][C:18]1[CH:17]=[CH:16][C:15]([N:12]2[CH2:13][CH2:14][N:9]([C:1]([C:2]3[CH:7]=[CH:6][CH:5]=[CH:4][CH:3]=3)=[O:8])[CH2:10][CH2:11]2)=[CH:20][C:19]=1[NH:21][C:22]1[CH:27]=[CH:26][CH:25]=[CH:24][CH:23]=1. Reported procedure: A suspension of 5-(4-benzoylpiperazin-1-yl)-2-nitro-N-phenylbenzenamine (0.8 g, 2.0 mmol), and palladium on carbon (40 mg, 5%) in 40 ml ethanol was stirred at room temperature under hydrogen atmosphere overnight. The mixture was filtered with the aid of celite. (4-(4-amino-3-(phenylamino)phenyl)piperazin-1-yl)(phenyl)methanone (0.60 g, 80%) was obtained by flash column chromatograph (60% ethyl acetate in hexanes), ant its hydrochloride was made by bubbling HCl gas in ether solution. 1H NMR (500 ... Reaction SMILES: [Cl:1][C:2]1[C:3]([NH:13][NH2:14])=[N:4][C:5]([Cl:12])=[C:6]([C:8]([F:11])([F:10])[F:9])[CH:7]=1.C(O[CH:18]=[C:19]([C:22]#[N:23])[C:20]#[N:21])C>C(O)C>[NH2:23][C:22]1[N:13]([C:3]2[C:2]([Cl:1])=[CH:7][C:6]([C:8]([F:10])([F:11])[F:9])=[C:5]([Cl:12])[N:4]=2)[N:14]=[CH:18][C:19]=1[C:20]#[N:21]. Run in C(C)O (ethanol). Procedure details: 24.6 g (0.1 mol) of 3,6-dichloro-2-hydrazino-5-trifluoromethylpyridine were added to a mixture of 12.2 g (0.1 mol) of ethoxymethylenemalononitrile and 200 ml of ethanol with stirring at 20° C. and it was stirred at 78° C. for 10 hours. After cooling, the reaction mixture was concentrated under reduced pressure and the residue was taken up in methylene chloride. It was extracted 3× with water and the organic phase separated off was dried over magnesium sulfate, filtered off with suction through n... Yields the product NC1=C(C=NN1C1=NC(=C(C=C1Cl)C(F)(F)F)Cl)C#N (5-Amino-4-cyano-1-(3,6-dichloro-5-trifluoromethyl-2-pyridyl)pyrazole). Starting materials: ClC=1C(=NC(=C(C1)C(F)(F)F)Cl)NN (3,6-dichloro-2-hydrazino-5-trifluoromethylpyridine), C(C)OC=C(C#N)C#N (ethoxymethylenemalononitrile). Run at temperature 20 celsius. Reactants: C=C[C@H]([C@H]1CC[C@H]2[C@@H]3CCC4=CC(CC[C@]4(C)[C@H]3CC[C@]12C)=O)C (21-methylene-20(R)-methylpregn-4-en-3-one), N1=CC=CC=C1 (pyridine), C(C)(=O)OC(C)=O (acetic anhydride). The solvent is C(C)(=O)OCC (ethyl acetate). Yields the product C(C)(=O)OC1=CC=2CC=C3[C@@H]4CC=C[C@@]4(C)CC[C@@H]3C2C=C1 (Estra-1,3,5(10),7,16-pentaen-3-yl Acetate). Isolated yield 35.1%. RXN SMILES: C=[CH:2][C@@H:3]([CH3:24])[C@@H:4]1[C@:21]2(C)[C@H:7]([C@H:8]3[C@H:18]([CH2:19][CH2:20]2)[C@:16]2(C)[C:11](=CC(=O)[CH2:14][CH2:15]2)[CH2:10][CH2:9]3)[CH2:6][CH2:5]1.N1C=CC=CC=1.[C:31]([O:34]C(=O)C)(=[O:33])[CH3:32]>C(OCC)(=O)C>[C:31]([O:34][C:19]1[CH:20]=[CH:21][C:7]2[C@@H:6]3[C:11]([C@H:16]4[C@@:3]([CH2:4][CH2:5]3)([CH3:24])[CH:2]=[CH:14][CH2:15]4)=[CH:10][CH2:9][C:8]=2[CH:18]=1)(=[O:33])[CH3:32]. Procedure details: A solution of estra-1,3,5(10),7,16-pentaen-3-ol (5, 192.1 mg, 0.7612 mmol) in anh. pyridine (2.6 ml, 32 mmol) and acetic anhydride (0.36 ml, 3.8 mmol) was stirred 6 h, after which 30 ml of ethyl acetate were added. The mixture was washed with three 10 ml portions of 1 N hydrochloric acid+10 ml of saturated sodium bicarbonate+10 ml of brine, dried over magnesium sulfate, and filtered through diatomaceous earth. See Example 15. The residue was washed with 10 ml of ethyl acetate and the combined fi... Starting materials: O-dimethylhydroxylamine hydrochloride, COC=1C=CC2=C(SC(C2C(=O)O)C2=CC=C(C=C2)OC)C1 (2,3-dihydro-6-methoxy-2-(4-methoxyphenyl)benzo[b]thiophene-3-carboxylic acid), C(Cl)Cl (methylene chloride), N1=CC=CC=C1 (Pyridine), S(=O)(Cl)Cl (thionyl chloride), CN(C=O)C (N, N-dimethylformamide). Reaction conditions: temperature 5 celsius, time 16 hour. Yields the product COC=1C=CC2=C(SC(C2C(=O)N(C)OC)C2=CC=C(C=C2)OC)C1 (2,3-Dihydro-6-Methoxy -2-(4-Methoxyphenyl)-N-Methoxy-N-Methylbenzo[b]thiophene-3-Carboxamide). Yield: 66.1%. Reaction SMILES: [CH3:1][O:2][C:3]1[CH:4]=[CH:5][C:6]2[CH:10]([C:11](O)=[O:12])[CH:9]([C:14]3[CH:19]=[CH:18][C:17]([O:20][CH3:21])=[CH:16][CH:15]=3)[S:8][C:7]=2[CH:22]=1.C(Cl)Cl.S(Cl)(Cl)=O.[N:30]1[CH:35]=CC=CC=1.CN(C)[CH:38]=[O:39]>>[CH3:1][O:2][C:3]1[CH:4]=[CH:5][C:6]2[CH:10]([C:11]([N:30]([O:39][CH3:38])[CH3:35])=[O:12])[CH:9]([C:14]3[CH:19]=[CH:18][C:17]([O:20][CH3:21])=[CH:16][CH:15]=3)[S:8][C:7]=2[CH:22]=1. Reported procedure: To a mixture of 2,3-dihydro-6-methoxy-2-(4-methoxyphenyl)benzo[b]thiophene-3-carboxylic acid (349.4 mg, 1.105 mmol) and methylene chloride (4 ml) is added thionyl chloride (195.7 mg, 1.645 mmol) and a catalytic amount of N, N-dimethylformamide. The contents are heated to reflux for 1 hour, then cooled and concentrated to a residue. This is then subjected to three cycles of dissolution in toluene and reconcentration, and the resulting residue taken up in methylene chloride (4 ml). To this solutio...